Dataset: the Open Reaction Database (ORD), a public repository of structured organic reaction records. Task: describe an organic reaction: reactants, conditions, products, and yield Starting materials: FC=1C=C(C(CCNC2=C(NC3=CC(=CC=C23)Cl)C(=O)OC)=O)C=CC1 (3-[(m-fluorophenacyl)methylamino]-2-carbmethoxy-6-chloroindole), C(C)(=O)OCC (ethyl acetate), [OH-].[Li+] (lithium hydroxide), CO (methanol). Run in O1CCCC1 (tetrahydrofuran), O (water), O (water). Yields the product FC=1C=C(C(CCNC2=C(NC3=CC(=CC=C23)Cl)C(=O)O)=O)C=CC1 (3-[(m-fluorophenacyl)methylamino]-2-carboxy-6-chloroindole). The yield is 84.7%. RXN SMILES: [F:1][C:2]1[CH:3]=[C:4]([CH:24]=[CH:25][CH:26]=1)[C:5](=[O:23])[CH2:6][CH2:7][NH:8][C:9]1[C:17]2[C:12](=[CH:13][C:14]([Cl:18])=[CH:15][CH:16]=2)[NH:11][C:10]=1[C:19]([O:21]C)=[O:20].[OH-].[Li+].CO.C(OCC)(=O)C>O1CCCC1.O>[F:1][C:2]1[CH:3]=[C:4]([CH:24]=[CH:25][CH:26]=1)[C:5](=[O:23])[CH2:6][CH2:7][NH:8][C:9]1[C:17]2[C:12](=[CH:13][C:14]([Cl:18])=[CH:15][CH:16]=2)[NH:11][C:10]=1[C:19]([OH:21])=[O:20] |f:1.2|. Reported procedure: Dissolve 3-[(m-fluorophenacyl)methylamino]-2-carbmethoxy-6-chloroindole (650 mg, 1.8 mmol) in tetrahydrofuran (10 mL) and water (10 mL). Add lithium hydroxide (227 mg, 5.4 mmol). Add methanol dropwise until an homogeneous solution forms. Stir the reaction at room temperature overnight. Dilute the reaction with water(10 mL) and ethyl acetate (25 mL). Acidify with 1N HCl and separate the layers. Dry the organic phase over magnesium sulfate, filter and concentrate 50% with heat. Reconstitute with h... Starting materials: O=C([O-])[O-], O=[N+]([O-])c1ccccc1F, [K+], [K+], Nc1nc(-c2ccccc2)cs1, O. Product: O=[N+]([O-])c1ccccc1Nc1nc(-c2ccccc2)cs1. As a reaction SMILES: [C:23](=[O:24])([O-:25])[O-:26].[F:13][c:14]1[c:15]([N+:20](=[O:21])[O-:22])[cH:16][cH:17][cH:18][cH:19]1.[K+:27].[K+:28].[NH2:1][c:2]1[s:3][cH:4][c:5](-[c:7]2[cH:8][cH:9][cH:10][cH:11][cH:12]2)[n:6]1.[OH2:29]>>[NH:1]([c:2]1[s:3][cH:4][c:5](-[c:7]2[cH:8][cH:9][cH:10][cH:11][cH:12]2)[n:6]1)[c:14]1[c:15]([N+:20](=[O:21])[O-:22])[cH:16][cH:17][cH:18][cH:19]1. Reactants: BrC1=C(C=CC(=C1)F)OCC(OCC)OCC (2-bromo-1-(2,2-diethoxy-ethoxy)-4-fluoro-benzene), C(C)O (ethanol). Run in ClC1=CC=CC=C1 (chlorobenzene), ClC1=CC=CC=C1 (chlorobenzene). Conditions: time 2 hour. Yields the product BrC1=CC(=CC=2C=COC21)F (7-bromo-5-fluoro-benzofuran). The yield is 29.6%. As a reaction SMILES: [Br:1][C:2]1[CH:7]=[C:6]([F:8])[CH:5]=[CH:4][C:3]=1[O:9][CH2:10][CH:11](OCC)OCC.C(O)C>ClC1C=CC=CC=1>[Br:1][C:2]1[C:3]2[O:9][CH:10]=[CH:11][C:4]=2[CH:5]=[C:6]([F:8])[CH:7]=1. Reported procedure: 2-Bromo-1-(2,2-diethoxy-ethoxy)-4-fluoro-benzene (60 g, 0.22 mol, Step A) was combined with Amberlyst-15 (20 g, Aldrich) in chlorobenzene (500 mL, Aldrich) and stirred with a paddle stirrer while the temperature was maintained at very gentle reflux. At the same time an azeotrope containing ethanol and chlorobenzene was removed via downward distillation. After 2 hours, more chlorobenzene was added (200 mL) and additional azeotrope was collected. The content of the flask was filtered and excess ch... Reaction SMILES: [CH2:39]1[O:40][CH2:41][CH2:42][CH2:43]1.[CH3:10][Si:11]([CH3:12])([CH3:13])[N-:14][Si:15]([CH3:16])([CH3:17])[CH3:18].[F:1][C:2]([c:3]1[n:4][cH:5][nH:6][cH:7]1)([F:8])[F:9].[Li+:19].[O:20]1[CH:21]([CH2:25][CH:26]([C:27](=[O:28])[O:29][CH3:30])[O:31][S:32]([C:33]([F:34])([F:35])[F:36])(=[O:37])=[O:38])[CH2:22][CH2:23][CH2:24]1>>[F:1][C:2]([c:3]1[n:4][cH:5][n:6]([CH:26]([CH2:25][CH:21]2[O:20][CH2:24][CH2:23][CH2:22]2)[C:27](=[O:28])[O:29][CH3:30])[cH:7]1)([F:8])[F:9]. Yields the product COC(=O)C(CC1CCCO1)n1cnc(C(F)(F)F)c1. Reactants: C1CCOC1, C[Si](C)(C)[N-][Si](C)(C)C, FC(F)(F)c1c[nH]cn1, [Li+], COC(=O)C(CC1CCCO1)OS(=O)(=O)C(F)(F)F.